From a dataset of the Open Reaction Database (ORD), a public repository of structured organic reaction records. describe an organic reaction: reactants, conditions, products, and yield Procedure details: A 20-mL vial was charged with tert-butyl (3R)-3-(((2-methylpropyl)(methylsulfonyl)amino)methyl)-1-piperazinecarboxylate (0.498 g, 1.42 mmol, step 1), 2-(2-chloropyrimidin-5-yl)-1,1,1,3,3,3-hexafluoropropan-2-ol (0.479 g, 1.71 mmol, Intermediate D), DIPEA (0.75 mL, 4.3 mmol) and 1,4-dioxane (5 mL). The mixture was heated at 100° C. for 12 h and then cooled to room temperature and partitioned between water (50 mL) and EtOAc (40 mL). The aqueous phase was extracted with EtOAc (40 mL) and the combin... The solvent is O1CCOCC1 (1,4-dioxane). Conditions: temperature 100 celsius. The reactants are CC(CN(S(=O)(=O)C)C[C@H]1CN(CCN1)C(=O)OC(C)(C)C)C (tert-butyl (3R)-3-(((2-methylpropyl)(methylsulfonyl)amino)methyl)-1-piperazinecarboxylate), ClC1=NC=C(C=N1)C(C(F)(F)F)(C(F)(F)F)O ((2-chloro-5-pyrimidinyl)-1,1,1,3,3,3-hexafluoro-2-propanol), ClC1=NC=C(C=N1)C(C(F)(F)F)(C(F)(F)F)O ((2-chloro-5-pyrimidinyl)-1,1,1,3,3,3-hexafluoro-2-propanol), CCN(C(C)C)C(C)C (DIPEA). Yield: 77.7%. Reaction SMILES: [CH3:1][CH:2]([CH3:23])[CH2:3][N:4]([CH2:9][C@@H:10]1[NH:15][CH2:14][CH2:13][N:12]([C:16]([O:18][C:19]([CH3:22])([CH3:21])[CH3:20])=[O:17])[CH2:11]1)[S:5]([CH3:8])(=[O:7])=[O:6].Cl[C:25]1[N:30]=[CH:29][C:28]([C:31]([OH:40])([C:36]([F:39])([F:38])[F:37])[C:32]([F:35])([F:34])[F:33])=[CH:27][N:26]=1.CCN(C(C)C)C(C)C>O1CCOCC1>[CH3:1][CH:2]([CH3:23])[CH2:3][N:4]([CH2:9][C@@H:10]1[N:15]([C:25]2[N:26]=[CH:27][C:28]([C:31]([OH:40])([C:32]([F:33])([F:34])[F:35])[C:36]([F:38])([F:39])[F:37])=[CH:29][N:30]=2)[CH2:14][CH2:13][N:12]([C:16]([O:18][C:19]([CH3:21])([CH3:20])[CH3:22])=[O:17])[CH2:11]1)[S:5]([CH3:8])(=[O:6])=[O:7]. Product: CC(CN(S(=O)(=O)C)C[C@H]1CN(CCN1C1=NC=C(C=N1)C(C(F)(F)F)(C(F)(F)F)O)C(=O)OC(C)(C)C)C (tert-butyl (3R)-3-(((2-methylpropyl)(methylsulfonyl)amino)methyl)-4-(5-(2,2,2-trifluoro-1-hydroxy-1-(trifluoromethyl)ethyl)-2-pyrimidinyl)-1-piperazinecarboxylate).